Task: describe an organic reaction: reactants, conditions, products, and yield. Dataset: the Open Reaction Database (ORD), a public repository of structured organic reaction records Starting materials: COC=1C=C(C=C(C1)OC)O (3,5-dimethoxyphenol), BrCC(=O)C1=CC(=CC(=C1)F)F (2-bromo-1-(3,5-difluorophenyl)ethanone). Yields the product BrC=1OC=2C(C1C1=CC(=CC(=C1)F)F)=C(C=C(C2)O)O (2-bromo-3-(3,5-difluorophenyl)benzofuran-4,6-diol). Yield: 14.0%. Reaction SMILES: C[O:2][C:3]1[CH:4]=[C:5]([OH:11])[CH:6]=[C:7]([O:9]C)[CH:8]=1.[Br:12][CH2:13][C:14]([C:16]1[CH:21]=[C:20]([F:22])[CH:19]=[C:18]([F:23])[CH:17]=1)=O>>[Br:12][C:13]1[O:2][C:3]2[C:8](=[C:7]([OH:9])[CH:6]=[C:5]([OH:11])[CH:4]=2)[C:14]=1[C:16]1[CH:21]=[C:20]([F:22])[CH:19]=[C:18]([F:23])[CH:17]=1. Reported procedure: This compound was prepared using Method B from 3,5-dimethoxyphenol and 2-bromo-1-(3,5-difluorophenyl)ethanone: Yield 14% following procedures B.2, B.3 and B.5; m.p. 121-122° C.; IR 3379, 1620, 1591, 1429, 1121, 1069 cm−1; 1H-NMR (500 MHz, δ ppm, DMSO-d6) 9.25 (s, 1H), 9.24 (s, 1H), 7.02 (t, J=8.8 Hz, 1H), 6.72 (d, J=6.4 Hz, 2H), 6.28 (s, 1H), 6.06 (s, 1H); 13C NMR (126 MHz, δ ppm, CDCl3) 163.4 (dd, J=246.0 Hz, 13.4 Hz), 157.5, 156.7, 154.7, 153.2, 139.3 (t, J=10.6 Hz), 115.8, 114.9 (dd, J=7.5 Hz... The reactants are C(C)OC(CC1=CC(=CC=C1)OC1=C(C=C(C=C1)B1OC(C(O1)(C)C)(C)C)CN1C(O[C@@H]([C@@H]1C)C1=CC=CC=C1)=O)=O ({3-[2-((4S,5R)-4-methyl-2-oxo-5-phenyl-oxazolidin-3-ylmethyl)-4-(4,4,5,5-tetramethyl-[1,3,2]dioxaborolan-2-yl)-phenoxy]-phenyl}-acetic acid ethyl ester), ClC1=NC=C(C(=O)N)C=C1 (6-chloronicotinamide). Yields the product C(C)OC(CC1=CC(=CC=C1)OC1=C(C=C(C=C1)C1=NC=C(C=C1)C(N)=O)CN1C(O[C@@H]([C@@H]1C)C1=CC=CC=C1)=O)=O ({3-[4-(5-Carbamoyl-pyridin-2-yl)-2-((4S,5R)-4-methyl-2-oxo-5-phenyl-oxazolidin-3-ylmethyl)-phenoxy]-phenyl}-acetic acid ethyl ester). RXN SMILES: [CH2:1]([O:3][C:4](=[O:42])[CH2:5][C:6]1[CH:11]=[CH:10][CH:9]=[C:8]([O:12][C:13]2[CH:18]=[CH:17][C:16](B3OC(C)(C)C(C)(C)O3)=[CH:15][C:14]=2[CH2:28][N:29]2[C@@H:33]([CH3:34])[C@@H:32]([C:35]3[CH:40]=[CH:39][CH:38]=[CH:37][CH:36]=3)[O:31][C:30]2=[O:41])[CH:7]=1)[CH3:2].Cl[C:44]1[CH:52]=[CH:51][C:47]([C:48]([NH2:50])=[O:49])=[CH:46][N:45]=1>>[CH2:1]([O:3][C:4](=[O:42])[CH2:5][C:6]1[CH:11]=[CH:10][CH:9]=[C:8]([O:12][C:13]2[CH:18]=[CH:17][C:16]([C:44]3[CH:52]=[CH:51][C:47]([C:48](=[O:49])[NH2:50])=[CH:46][N:45]=3)=[CH:15][C:14]=2[CH2:28][N:29]2[C@@H:33]([CH3:34])[C@@H:32]([C:35]3[CH:36]=[CH:37][CH:38]=[CH:39][CH:40]=3)[O:31][C:30]2=[O:41])[CH:7]=1)[CH3:2]. Reported procedure: Prepared according to the procedure described in Example 19, Step 3, using the following starting materials: {3-[2-((4S,5R)-4-methyl-2-oxo-5-phenyl-oxazolidin-3-ylmethyl)-4-(4,4,5,5-tetramethyl-[1,3,2]dioxaborolan-2-yl)-phenoxy]-phenyl}-acetic acid ethyl ester and 6-chloronicotinamide. The reactants are ClC1=C(C=CC=C1)CN1C(=NC=C1CC(=O)O)SCCC (1-(2-chlorophenyl)methyl-5-carboxymethyl-2-propylthio-1H-imidazole), C(C1=CC=CC=C1)C(CC(=O)OC)C=1SC=CC1 (methyl 3-benzyl-3-(2-thienyl)propanoate), ( 7 ), iii, C(CCC)C=1N(C(=CN1)/C(=C(/C(=O)O)\C1=CC=NC=C1)/C)CC1=C(C=CC=C1)Cl ((E)-3-[2-n-butyl-1-{(2-chlorophenyl)methyl}-1H-imidazol-5-yl]-2-(4-pyridyl)-methyl-2-propenoic acid). Product: C(CCC)C=1N(C(=CN1)/C=C(/C(=O)O)\C(CCCC)C=1SC=CC1)CC1=C(C=CC=C1)Cl ((E)-3-[2-n-Butyl-1-{(2-chlorophenyl)methyl}-1H-imidazol-5-yl]-2-{1-(2-thienyl)pentyl}-2-propenoic Acid). As a reaction SMILES: ClC1C=CC=CC=1CN1C(CC(O)=O)=CN=C1SCCC.[CH2:22]([C:26]1[N:27]([CH2:43][C:44]2[CH:49]=[CH:48][CH:47]=[CH:46][C:45]=2[Cl:50])[C:28](/[C:31](/C)=C(\C2C=CN=CC=2)/C(O)=O)=[CH:29][N:30]=1)[CH2:23][CH2:24][CH3:25].[CH2:51]([CH:58]([C:64]1[S:65][CH:66]=[CH:67][CH:68]=1)[CH2:59][C:60]([O:62]C)=[O:61])[C:52]1[CH:57]=[CH:56]C=CC=1>>[CH2:22]([C:26]1[N:27]([CH2:43][C:44]2[CH:49]=[CH:48][CH:47]=[CH:46][C:45]=2[Cl:50])[C:28](/[CH:31]=[C:59](\[CH:58]([C:64]2[S:65][CH:66]=[CH:67][CH:68]=2)[CH2:51][CH2:52][CH2:57][CH3:56])/[C:60]([OH:62])=[O:61])=[CH:29][N:30]=1)[CH2:23][CH2:24][CH3:25]. Procedure details: The title compound was prepared using the procedure of Example 1 (i, ii, iii, iv [Method B]) replacing methyl 3(2-thienyl)propanoate with methyl 3-benzyl-3-(2-thienyl)propanoate [prepared following the procedure described in Tetra. 44 (7) 2055 (1988)]; mp 200°-202° C.